This data is from the Open Reaction Database (ORD), a public repository of structured organic reaction records. The task is: describe an organic reaction: reactants, conditions, products, and yield The reactants are O=C([O-])O, Cc1ccccc1, O=C(c1ccccc1)C(O)CC(F)Cl, [I-], [K+], [Na+], O, O=C1NCN(c2ccccc2)C12CCNCC2. Product: O=C(c1ccccc1)C(O)CC(F)N1CCC2(CC1)C(=O)NCN2c1ccccc1. RXN SMILES: [C:15](=[O:16])([O-:17])[OH:18].[CH3:40][c:41]1[cH:42][cH:43][cH:44][cH:45][cH:46]1.[Cl:1][CH:2]([CH2:3][CH:4]([C:5](=[O:6])[c:7]1[cH:8][cH:9][cH:10][cH:11][cH:12]1)[OH:13])[F:14].[I-:38].[K+:37].[Na+:19].[OH2:39].[c:20]1([N:26]2[CH2:27][NH:28][C:29](=[O:36])[C:30]23[CH2:31][CH2:32][NH:33][CH2:34][CH2:35]3)[cH:21][cH:22][cH:23][cH:24][cH:25]1>>[CH:2]([CH2:3][CH:4]([C:5](=[O:6])[c:7]1[cH:8][cH:9][cH:10][cH:11][cH:12]1)[OH:13])([F:14])[N:33]1[CH2:32][CH2:31][C:30]2([N:26]([c:20]3[cH:21][cH:22][cH:23][cH:24][cH:25]3)[CH2:27][NH:28][C:29]2=[O:36])[CH2:35][CH2:34]1. Product: Brc1cncc(-c2ccsc2)c1. Reactants: Brc1cncc(Br)c1, O=C([O-])[O-], [Na+], [Na+], C1COCCO1, c1ccc(P(c2ccccc2)(c2ccccc2)[Pd](P(c2ccccc2)(c2ccccc2)c2ccccc2)(P(c2ccccc2)(c2ccccc2)c2ccccc2)P(c2ccccc2)(c2ccccc2)c2ccccc2)cc1, OB(O)c1ccsc1. Reaction SMILES: [Br:1][c:2]1[cH:3][n:4][cH:5][c:6]([Br:7])[cH:8]1.[C:17](=[O:18])([O-:19])[O-:20].[Na+:21].[Na+:22].[O:23]1[CH2:24][CH2:25][O:26][CH2:27][CH2:28]1.[cH:29]1[cH:30][cH:31][c:32]([P:33]([Pd:34]([P:35]([c:36]2[cH:37][cH:38][cH:39][cH:40][cH:41]2)([c:42]2[cH:43][cH:44][cH:45][cH:46][cH:47]2)[c:48]2[cH:49][cH:50][cH:51][cH:52][cH:53]2)([P:54]([c:55]2[cH:56][cH:57][cH:58][cH:59][cH:60]2)([c:61]2[cH:62][cH:63][cH:64][cH:65][cH:66]2)[c:67]2[cH:68][cH:69][cH:70][cH:71][cH:72]2)[P:73]([c:74]2[cH:75][cH:76][cH:77][cH:78][cH:79]2)([c:80]2[cH:81][cH:82][cH:83][cH:84][cH:85]2)[c:86]2[cH:87][cH:88][cH:89][cH:90][cH:91]2)([c:92]2[cH:93][cH:94][cH:95][cH:96][cH:97]2)[c:98]2[cH:99][cH:100][cH:101][cH:102][cH:103]2)[cH:104][cH:105]1.[s:9]1[cH:10][c:11]([B:14]([OH:15])[OH:16])[cH:12][cH:13]1>>[c:2]1(-[c:11]2[cH:10][s:9][cH:13][cH:12]2)[cH:3][n:4][cH:5][c:6]([Br:7])[cH:8]1.